This data is from the Open Reaction Database (ORD), a public repository of structured organic reaction records. The task is: describe an organic reaction: reactants, conditions, products, and yield The reactants are C(CCC)N1CCC(CC1)CN (1-n-butyl-4-piperidinylmethylamine), O1CCCN2C1=C(C=1C=CC=CC21)C(=O)OC (Methyl 3,4-dihydro-2H-[1,3]-oxazino[3,2-a]indole-10-carboxylate), [OH-].[Na+] (Sodium hydroxide), [OH-].[Na+] (sodium hydroxide), C[Al](C)C (trimethylaluminum). Solvent: C1(=CC=CC=C1)C (toluene), O (water), C1(=CC=CC=C1)C (toluene). Conditions: temperature 10 celsius. The product is C(CCC)N1CCC(CC1)CNC(=O)C1=C2N(C=3C=CC=CC13)CCCO2 (N-[(1-butyl-4-piperidinyl)methyl]-3,4-dihydro-2H-[1,3]-oxazino[3,2-a]indole-10-carboxamide), 207266-HP8. Isolated yield 93.0%. RXN SMILES: C[Al](C)C.[CH2:5]([N:9]1[CH2:14][CH2:13][CH:12]([CH2:15][NH2:16])[CH2:11][CH2:10]1)[CH2:6][CH2:7][CH3:8].[O:17]1[C:22]2=[C:23]([C:30](OC)=[O:31])[C:24]3[CH:25]=[CH:26][CH:27]=[CH:28][C:29]=3[N:21]2[CH2:20][CH2:19][CH2:18]1.[OH-].[Na+]>C1(C)C=CC=CC=1.O>[CH2:5]([N:9]1[CH2:14][CH2:13][CH:12]([CH2:15][NH:16][C:30]([C:23]2[C:24]3[CH:25]=[CH:26][CH:27]=[CH:28][C:29]=3[N:21]3[CH2:20][CH2:19][CH2:18][O:17][C:22]=23)=[O:31])[CH2:11][CH2:10]1)[CH2:6][CH2:7][CH3:8] |f:3.4|. Procedure details: Method A Toluene (85L) was azeotropically dried in an argon purged reactor, cooled to 10° C. and a solution of trimethylaluminum in toluene (18.57 kg, 16.7% w/w, 43 mole) added. To this at 20 to 24° C. was added a solution of 1-n-butyl-4-piperidinylmethylamine (7.39 kg, 99.4% pure, 42.7 mole) in toluene (22 L) over 43 minutes. Methyl 3,4-dihydro-2H-[1,3]-oxazino[3,2-a]indole-10-carboxylate (9.65 kg, 98.9% pure, 41.3 mole) was added in one portion and the reaction heated to reflux at 112° C. for ...